This data is from the Open Reaction Database (ORD), a public repository of structured organic reaction records. The task is: describe an organic reaction: reactants, conditions, products, and yield Reactants: CC1=CC=C(C=C1)S(=O)(=O)[O-].C1=CC=[NH+]C=C1 (PPTS), C(C)(C)(C)OC(=O)N1C(=C(C2=CC=CC=C12)CCOC1OCCCC1)C1=CC(=CC(=C1)C(F)(F)F)C(F)(F)F (1-tert-butoxycarbonyl-2-[3,5-bis(trifluoromethyl)phenyl]-3-[2-(tetrahydro-2H-pyran-2-yloxy)ethyl]-1H-indole). The solvent is C(C)O (ethanol), [Cl-].[Na+].O (brine). Conditions: temperature 50 celsius. Yields the product C(C)(C)(C)OC(=O)N1C(=C(C2=CC=CC=C12)CCO)C1=CC(=CC(=C1)C(F)(F)F)C(F)(F)F (1-tert-Butoxycarbonyl-2-[3,5-bis(trifluoromethyl)phenyl]-3-(2-hydroxyethyl)-1H-indole). RXN SMILES: CC1C=CC(S([O-])(=O)=O)=CC=1.C1C=C[NH+]=CC=1.[C:18]([O:22][C:23]([N:25]1[C:33]2[C:28](=[CH:29][CH:30]=[CH:31][CH:32]=2)[C:27]([CH2:34][CH2:35][O:36]C2CCCCO2)=[C:26]1[C:43]1[CH:48]=[C:47]([C:49]([F:52])([F:51])[F:50])[CH:46]=[C:45]([C:53]([F:56])([F:55])[F:54])[CH:44]=1)=[O:24])([CH3:21])([CH3:20])[CH3:19]>C(O)C.[Cl-].[Na+].O>[C:18]([O:22][C:23]([N:25]1[C:33]2[C:28](=[CH:29][CH:30]=[CH:31][CH:32]=2)[C:27]([CH2:34][CH2:35][OH:36])=[C:26]1[C:43]1[CH:48]=[C:47]([C:49]([F:52])([F:51])[F:50])[CH:46]=[C:45]([C:53]([F:56])([F:54])[F:55])[CH:44]=1)=[O:24])([CH3:21])([CH3:19])[CH3:20] |f:0.1,4.5.6|. Procedure: PPTS (95 mg) was added to a stirred solution of 1-tert-butoxycarbonyl-2-[3,5-bis(trifluoromethyl)phenyl]-3-[2-(tetrahydro-2H-pyran-2-yloxy)ethyl]-1H-indole (2.1 g) in ethanol (50 ml) and warmed to 50° C. for 3 h. The reaction mixture was allowed to cool to room temperature, poured into brine (80 ml) and extracted into diethyl ether. The organic layers were separated, dried over MgSO4, filtered and the solvent removed under reduced pressure to give a clear oil which crystallized on standing (1.67... Starting materials: Cl.O1CCOC12CCC(CC2)NC2=C(C(=NC=C2)C)OC (4-(1,4-dioxaspiro[4.5]dec-8-ylamino)-3-methoxy-2-methylpyridine hydrochloride). Solvent: C(=O)O (formic acid). Yields the product Cl.O=C1CCC(CC1)NC1=C(C(=NC=C1)C)OC (4-(4-Oxocyclohexylamino)-3-methoxy-2-methylpyridine hydrochloride). As a reaction SMILES: [ClH:1].O1[C:6]2([CH2:11][CH2:10][CH:9]([NH:12][C:13]3[CH:18]=[CH:17][N:16]=[C:15]([CH3:19])[C:14]=3[O:20][CH3:21])[CH2:8][CH2:7]2)[O:5]CC1>C(O)=O>[ClH:1].[O:5]=[C:6]1[CH2:7][CH2:8][CH:9]([NH:12][C:13]2[CH:18]=[CH:17][N:16]=[C:15]([CH3:19])[C:14]=2[O:20][CH3:21])[CH2:10][CH2:11]1 |f:0.1,3.4|. Reported procedure: 27.3 g of 4-(1,4-dioxaspiro[4.5]dec-8-ylamino)-3-methoxy-2-methylpyridine hydrochloride are stirred with 400 ml of formic acid for 4 hours. The residue which remains after concentrating in vacuo is dissolved in methylene chloride and shaken with 2N NaOH. The methylene chloride phase is concentrated, the residue is dissolved in ether and the hydrochloride is precipitated by addition of ethereal HCl. 14 g=90%; m.p.: 115° to 120° C. Reactants: CCCCCCC(C)O, COc1ccc([N+](=O)[O-])c(O)c1OC, CCOC(=O)N=NC(=O)OCC, c1ccc(P(c2ccccc2)c2ccccc2)cc1. Product: CCCCCCC(C)Oc1c([N+](=O)[O-])ccc(OC)c1OC. Reaction SMILES: [CH3:15][CH:16]([CH2:17][CH2:18][CH2:19][CH2:20][CH2:21][CH3:22])[OH:23].[CH3:1][O:2][c:3]1[c:4]([OH:14])[c:5]([N+:11](=[O:12])[O-:13])[cH:6][cH:7][c:8]1[O:9][CH3:10].[O:24]=[C:25]([O:26][CH2:27][CH3:28])[N:29]=[N:30][C:31]([O:32][CH2:33][CH3:34])=[O:35].[c:36]1([P:37]([c:38]2[cH:39][cH:40][cH:41][cH:42][cH:43]2)[c:44]2[cH:45][cH:46][cH:47][cH:48][cH:49]2)[cH:50][cH:51][cH:52][cH:53][cH:54]1>>[CH3:1][O:2][c:3]1[c:4]([O:14][CH:16]([CH3:15])[CH2:17][CH2:18][CH2:19][CH2:20][CH2:21][CH3:22])[c:5]([N+:11](=[O:12])[O-:13])[cH:6][cH:7][c:8]1[O:9][CH3:10]. Reactants: C(C)(=O)N1CCC(CC1)O (N-acetyl-4-hydroxypiperidine), [N+](=O)([O-])C1=CC=C(C=C1)O (4-nitrophenol), C1=CC=C(C=C1)P(C2=CC=CC=C2)C3=CC=CC=C3 (PPh3), N(=NC(=O)OCC)C(=O)OCC (diethyl azodicarboxylate). The solvent is C1CCOC1 (THF), C1CCOC1 (THF). Reaction conditions: time 48 hour. Product: C(C)(=O)N1CCC(CC1)OC1=CC=C(C=C1)[N+](=O)[O-] (N-acetyl-4-(4-nitrophenoxy)piperidine). Isolated yield 30.0%. As a reaction SMILES: [C:1]([N:4]1[CH2:9][CH2:8][CH:7]([OH:10])[CH2:6][CH2:5]1)(=[O:3])[CH3:2].[N+:11]([C:14]1[CH:19]=[CH:18][C:17](O)=[CH:16][CH:15]=1)([O-:13])=[O:12].C1C=CC(P(C2C=CC=CC=2)C2C=CC=CC=2)=CC=1.N(C(OCC)=O)=NC(OCC)=O>C1COCC1>[C:1]([N:4]1[CH2:9][CH2:8][CH:7]([O:10][C:17]2[CH:18]=[CH:19][C:14]([N+:11]([O-:13])=[O:12])=[CH:15][CH:16]=2)[CH2:6][CH2:5]1)(=[O:3])[CH3:2]. Reported procedure: To a stirred mixture of N-acetyl-4-hydroxypiperidine (7.1 g, 0.050 mol), 4-nitrophenol (7.1 g, 0.050 mmol, (PPh3 (16.3 g, 0.062 mol), and THF (50 mL) was added a solution of diethyl azodicarboxylate (10.8 g, 0.062 mol) in THF (16 mL). The mixture was stirred at room temperature for 48 hours, and then concentrated. The crude mixture was purified by flash chromatography (1% MeOH/EtOAc) to give 4.5 g (30%) of N-acetyl-4-(4-nitrophenoxy)piperidine as a yellow oil: 1H NMR (DMSO-d6): δ8.10 (d, 2H) 7.0... The reactants are FC(S(=O)(=O)OS(=O)(=O)C(F)(F)F)(F)F (trifluoromethanesulphonic anhydride), COC1=C(C=CC=C1)CC(=O)C1NCC2(CC3=C(C(C12)C1=CC=CC=C1)C=CC=C3)CO (2-(2-methoxyphenyl)acetyl-9-phenyl-2,3,3a,4,9,9a-hexahydro-1H-benzo[f]isoindole-3a-methanol), O (water). Run in N1=CC=CC=C1 (pyridine). Yields the product FC(S(=O)(=O)[O-])(F)F.[NH+]1=CC=CC=C1 (pyridinium trifluoromethanesulphonate). RXN SMILES: COC1C=CC=CC=1CC(C1[CH:20]2[C:15](CO)(CC3C=CC=CC=3[CH:19]2[C:21]2C=CC=CC=2)[CH2:14][NH:13]1)=O.[F:33][C:34]([F:47])([F:46])[S:35]([O:38]S(C(F)(F)F)(=O)=O)(=[O:37])=[O:36].O>N1C=CC=CC=1>[F:33][C:34]([F:47])([F:46])[S:35]([O-:38])(=[O:37])=[O:36].[NH+:13]1[CH:14]=[CH:15][CH:20]=[CH:19][CH:21]=1 |f:4.5|. Reported procedure: 500 mg (1.1 mmol) of (3aRS, 4SR, 9SR, 9aRS)-4,9-ethano-2-(2-methoxyphenyl)acetyl-9-phenyl-2,3,3a,4,9,9a-hexahydro-1H-benzo[f]isoindole-3a-methanol are dissolved, at a temperature in the region of 20° C. under a nitrogen atmosphere, in 10 cm3 of pyridine which has been dried over potassium hydroxide and then 336 mg (1.2 mmol) of trifluoromethanesulphonic anhydride are added. After stirring for 3 hours at a temperature in the region of 20° C., 25 cm3 of water are added and extraction is carried ou... Solvent: C1CCOC1 (THF), C1CCOC1 (THF). The yield is 68.7%. Reported procedure: To a stirring solution of 2-cyclopentylidenecyclopentan-1-one (62.5 g, 0.417 moles) in dry THF (450 mL) at room temperature under nitrogen, was added NaH (60% oil dispersion, 20.0 g, 0.5 moles) in one portion. The mixture was stirred at room temperature for 30 min and then a solution of allyl chloride (38.3 g, 0.5 moles) in THF (100 mL) was added dropwise over 30 min. When the addition was complete, the reaction was warmed gently to approximately 40° C. It was determined by TLC and GC that the r... Conditions: time 30 minute. The product is C1(=CCCC1)C1(C(CCC1)=O)CC=C (2-cyclopent-1-enyl-2-prop-2-enylcyclopentan-1-one). RXN SMILES: [C:1]1(=[C:6]2[CH2:10][CH2:9][CH2:8][C:7]2=[O:11])[CH2:5][CH2:4][CH2:3][CH2:2]1.[H-].[Na+].[CH2:14](Cl)[CH:15]=[CH2:16].O>C1COCC1>[C:1]1([C:6]2([CH2:16][CH:15]=[CH2:14])[CH2:10][CH2:9][CH2:8][C:7]2=[O:11])[CH2:2][CH2:3][CH2:4][CH:5]=1 |f:1.2|. The reactants are C1(CCCC1)=C1C(CCC1)=O (2-cyclopentylidenecyclopentan-1-one), [H-].[Na+] (NaH), C(C=C)Cl (allyl chloride), O (Water). The reactants are CCOC(C)=O, O=[N+]([O-])c1cc(F)c(OCc2cccc(F)c2)cc1F. Yields the product Nc1cc(F)c(OCc2cccc(F)c2)cc1F. RXN SMILES: [CH3:21][CH2:22][O:23][C:24](=[O:25])[CH3:26].[F:1][c:2]1[c:3]([O:12][CH2:13][c:14]2[cH:15][c:16]([F:20])[cH:17][cH:18][cH:19]2)[cH:4][c:5]([F:11])[c:6]([N+:8]([O-:9])=[O:10])[cH:7]1>>[F:1][c:2]1[c:3]([O:12][CH2:13][c:14]2[cH:15][c:16]([F:20])[cH:17][cH:18][cH:19]2)[cH:4][c:5]([F:11])[c:6]([NH2:8])[cH:7]1. The reactants are C(C)(=O)O[C@H]1C[C@@H]2CC[C@H]3[C@@H]4CC=C(C(C)=O)[C@]4(CC[C@@H]3[C@]2(CC1)C)C (3α-acetoxy-5α-pregn-16-en 20-one), [Na] (sodium), Cl (HCl), [Na] (sodium). The solvent is C(C)(C)O (isopropanol). Conditions: time 1 hour. Product: O[C@H]1CC2CC[C@H]3[C@@H]4CC[C@H]([C@H](C)O)[C@]4(CC[C@@H]3[C@]2(CC1)C)C ((20S)3α,20-Dihydroxy-pregnane). Isolated yield 9.2%. RXN SMILES: C([O:4][C@@H:5]1[CH2:24][CH2:23][C@@:22]2([CH3:25])[C@@H:7]([CH2:8][CH2:9][C@@H:10]3[C@@H:21]2[CH2:20][CH2:19][C@@:18]2([CH3:26])[C@H:11]3[CH2:12][CH:13]=[C:14]2[C:15](=[O:17])[CH3:16])[CH2:6]1)(=O)C.[Na].Cl>C(O)(C)C>[OH:4][C@@H:5]1[CH2:24][CH2:23][C@@:22]2([CH3:25])[CH:7]([CH2:8][CH2:9][C@@H:10]3[C@@H:21]2[CH2:20][CH2:19][C@@:18]2([CH3:26])[C@H:11]3[CH2:12][CH2:13][C@@H:14]2[C@@H:15]([OH:17])[CH3:16])[CH2:6]1 |^1:26|. Procedure: To a stirred solution of 3α-acetoxy-5α-pregn-16-en 20-one (970 mg, 358.5 g/m, 2.7 mmol) in 130 mL of dry isopropanol was added sodium metal (8.0 g, 23 g/m, 348 mmol) slowly in small portions over 1 hr. After refluxing for 1 hour an additional amount of sodium (3.5 g) was added and reflux continued for 1 hour. The reaction mixture was acidified with 10% HCl and extracted with chloroform. The organic phase was dried over magnesium sulfate and concentrated to give the crude product. Recrystallizati... The yield is 66.0%. Reported procedure: 6,7-Dimethoxy-4-(4-aminophenoxy)quinazoline (100 mg) was dissolved in toluene (10 ml) with heat, 2-fluorophenyl isocyanate (0.30 ml) was added, and the admixture was refluxed with heat for 40 minutes. The separated solid was filtered and washed with toluene to obtain 96 mg of the title compound (yield: 66%). Solvent: C1(=CC=CC=C1)C (toluene). Reactants: COC=1C=C2C(=NC=NC2=CC1OC)OC1=CC=C(C=C1)N (6,7-Dimethoxy-4-(4-aminophenoxy)quinazoline), FC1=C(C=CC=C1)N=C=O (2-fluorophenyl isocyanate). RXN SMILES: [CH3:1][O:2][C:3]1[CH:4]=[C:5]2[C:10](=[CH:11][C:12]=1[O:13][CH3:14])[N:9]=[CH:8][N:7]=[C:6]2[O:15][C:16]1[CH:21]=[CH:20][C:19]([NH2:22])=[CH:18][CH:17]=1.[F:23][C:24]1[CH:29]=[CH:28][CH:27]=[CH:26][C:25]=1[N:30]=[C:31]=[O:32]>C1(C)C=CC=CC=1>[CH3:1][O:2][C:3]1[CH:4]=[C:5]2[C:10](=[CH:11][C:12]=1[O:13][CH3:14])[N:9]=[CH:8][N:7]=[C:6]2[O:15][C:16]1[CH:21]=[CH:20][C:19]([NH:22][C:31]([NH:30][C:25]2[CH:26]=[CH:27][CH:28]=[CH:29][C:24]=2[F:23])=[O:32])=[CH:18][CH:17]=1. Yields the product COC=1C=C2C(=NC=NC2=CC1OC)OC1=CC=C(C=C1)NC(=O)NC1=C(C=CC=C1)F (N-{4-[(6,7-Dimethoxy-4-quinazolinyl)oxy]phenyl}-N'-(2-fluorophenyl)urea).